From a dataset of the Open Reaction Database (ORD), a public repository of structured organic reaction records. describe an organic reaction: reactants, conditions, products, and yield Reactants: CS(C)=O, CCOC(C)=O, CCCCCC, CCc1ccc([N+](=O)[O-])cc1CCl, N#C[Na], O. Product: CCc1ccc([N+](=O)[O-])cc1CC#N. As a reaction SMILES: [CH3:14][S:15](=[O:16])[CH3:17].[CH3:21][CH2:22][O:23][C:24](=[O:25])[CH3:26].[CH3:28][CH2:29][CH2:30][CH2:31][CH2:32][CH3:33].[Cl:1][CH2:2][c:3]1[cH:4][c:5]([N+:11](=[O:12])[O-:13])[cH:6][cH:7][c:8]1[CH2:9][CH3:10].[Na:18][C:19]#[N:20].[OH2:27]>>[CH2:2]([c:3]1[cH:4][c:5]([N+:11](=[O:12])[O-:13])[cH:6][cH:7][c:8]1[CH2:9][CH3:10])[C:19]#[N:20]. Starting materials: Cl.CC1C2=CC=CC=C2C2(CC=CCC2C1)N (1,9,10,10a-Tetrahydro-9-methyl-4a(4H)-phenanthrenamine monohydrochloride), [H-].[Al+3].[Li+].[H-].[H-].[H-] (lithium aluminum hydride), CCOCC (ether), amine, Cl (HCl), C(C)OCC (diethyl ether). The product is Cl.CNC12CC=CCC2CC(C2=CC=CC=C12)C (1,9,10,10a-Tetrahydro-N,9-dimethyl-4a(4H)-phenanthrenamine monohydrochloride). Yield: 81.0%. As a reaction SMILES: [ClH:1].[CH3:2][CH:3]1[CH2:16][CH:15]2[C:10]([NH2:17])([CH2:11][CH:12]=[CH:13][CH2:14]2)[C:9]2[C:4]1=[CH:5][CH:6]=[CH:7][CH:8]=2.[H-].[Al+3].[Li+].[H-].[H-].[H-].Cl.[CH3:25]COCC>>[ClH:1].[CH3:25][NH:17][C:10]12[C:9]3[C:4](=[CH:5][CH:6]=[CH:7][CH:8]=3)[CH:3]([CH3:2])[CH2:16][CH:15]1[CH2:14][CH:13]=[CH:12][CH2:11]2 |f:0.1,2.3.4.5.6.7,10.11|. Procedure details: A solution of the compound from Example 36 (0.65 g, 2.4 mmol) was reduced in a suspension of lithium aluminum hydride in ether as described in Example 33. A solution of the free amine in diethyl ether was treated with isopropanolic HCl to give the title compound (0.51 g, 81%), mp 248°-249° c. Starting materials: P(=O)(Cl)(Cl)Cl (phosphorus oxychloride), CN(C=O)C (N,N-dimethylformamide), O1C=CC2=C1CN(CC2)C(CCCCCC2=CC=CC=C2)=O (1-(5,7-dihydro-4H-furo[2,3-c]pyridin-6-yl)-6-phenylhexan-1-one), CN(C=O)C (N,N-dimethylformamide), O (water). Reaction conditions: time 0.5 hour. Yields the product C(=O)C1=CC2=C(CN(CC2)C(CCCCCC2=CC=CC=C2)=O)O1 (1-(2-formyl-5,7-dihydro-4H-furo[2,3-c]pyridin-6-yl)-6-phenylhexan-1-one). As a reaction SMILES: P(Cl)(Cl)(Cl)=O.[O:6]1[C:10]2[CH2:11][N:12]([C:15](=[O:27])[CH2:16][CH2:17][CH2:18][CH2:19][CH2:20][C:21]3[CH:26]=[CH:25][CH:24]=[CH:23][CH:22]=3)[CH2:13][CH2:14][C:9]=2[CH:8]=[CH:7]1.O.CN(C)[CH:31]=[O:32]>>[CH:31]([C:7]1[O:6][C:10]2[CH2:11][N:12]([C:15](=[O:27])[CH2:16][CH2:17][CH2:18][CH2:19][CH2:20][C:21]3[CH:22]=[CH:23][CH:24]=[CH:25][CH:26]=3)[CH2:13][CH2:14][C:9]=2[CH:8]=1)=[O:32]. Procedure details: To 30 ml of N,N-dimethylformamide, 0.33 ml (3.6 mmol) of phosphorus oxychloride was added under ice-cooling, followed by stirring at room temperature for 0.5 hours. To this mixture, a solution of 1.064 g (3.578 mmol) of 1-(5,7-dihydro-4H-furo[2,3-c]pyridin-6-yl)-6-phenylhexan-1-one in 20 ml of N,N-dimethylformamide was added, followed by overnight stirring at room temperature. After water was added, the reaction mixture was extracted with ethyl acetate 3 times. The combined organic layer was dri... The reactants are COc1ccc(CCC2(C3CCCC3)CC(=O)C(Cl)C(=O)O2)cc1Cl, CCOC(=O)c1cnc2nc(S)nn2c1. The product is CCOC(=O)c1cnc2nc(SC3=C(O)CC(CCc4ccc(OC)c(Cl)c4)(C4CCCC4)OC3=O)nn2c1. RXN SMILES: [Cl:1][CH:2]1[C:3](=[O:25])[O:4][C:5]([CH:9]2[CH2:10][CH2:11][CH2:12][CH2:13]2)([CH2:14][CH2:15][c:16]2[cH:17][c:18]([Cl:24])[c:19]([O:22][CH3:23])[cH:20][cH:21]2)[CH2:6][C:7]1=[O:8].[SH:26][c:27]1[n:28][n:29]2[c:30]([n:31][cH:32][c:33]([C:35](=[O:36])[O:37][CH2:38][CH3:39])[cH:34]2)[n:40]1>>[C:2]1([S:26][c:27]2[n:28][n:29]3[c:30]([n:31][cH:32][c:33]([C:35](=[O:36])[O:37][CH2:38][CH3:39])[cH:34]3)[n:40]2)=[C:7]([OH:8])[CH2:6][C:5]([CH:9]2[CH2:10][CH2:11][CH2:12][CH2:13]2)([CH2:14][CH2:15][c:16]2[cH:17][c:18]([Cl:24])[c:19]([O:22][CH3:23])[cH:20][cH:21]2)[O:4][C:3]1=[O:25]. The reactants are CC=1C(=C(C=C(C1)C1=CC(=CC=C1)C(F)(F)F)C=1C=NC=NC1)C(=O)O (5-methyl-3-pyrimidin-5-yl-3′-trifluoromethyl-biphenyl-4-carboxylic acid), CC=1C(=C(C=C(C1)C1=CC(=CC=C1)C(F)(F)F)C=1C=NC=NC1)C(=O)O (5-methyl-3-pyrimidin-5-yl-3′-trifluoromethyl-biphenyl-4-carboxylic acid), N1=CC(=CC=C1)B(O)O (pyridine-3-yl-boronic acid), P(=O)([O-])([O-])[O-].[K+].[K+].[K+] (potassium phosphate), CN(C)C=O (DMF). Reagents/catalysts: [Pd].C1(=CC=CC=C1)P(C1=CC=CC=C1)C1=CC=CC=C1.C1(=CC=CC=C1)P(C1=CC=CC=C1)C1=CC=CC=C1.C1(=CC=CC=C1)P(C1=CC=CC=C1)C1=CC=CC=C1.C1(=CC=CC=C1)P(C1=CC=CC=C1)C1=CC=CC=C1 (tetrakis-(triphenylphosphine)-palladium). The product is COC(=O)C1=C(C=C(C=C1C)C1=CC(=CC=C1)C(F)(F)F)C=1C=NC=CC1 (5-methyl-3-pyridin-3-yl-3′-trifluoromethyl-biphenyl-4-carboxylic acid methyl ester). Reaction SMILES: C[C:2]1[C:3]([C:24]([OH:26])=[O:25])=[C:4]([C:18]2C=NC=NC=2)[CH:5]=[C:6]([C:8]2[CH:13]=[CH:12][CH:11]=[C:10]([C:14]([F:17])([F:16])[F:15])[CH:9]=2)[CH:7]=1.[N:27]1[CH:32]=[CH:31][CH:30]=[C:29](B(O)O)[CH:28]=1.P([O-])([O-])([O-])=O.[K+].[K+].[K+].[CH3:44]N(C=O)C>[Pd].C1(P(C2C=CC=CC=2)C2C=CC=CC=2)C=CC=CC=1.C1(P(C2C=CC=CC=2)C2C=CC=CC=2)C=CC=CC=1.C1(P(C2C=CC=CC=2)C2C=CC=CC=2)C=CC=CC=1.C1(P(C2C=CC=CC=2)C2C=CC=CC=2)C=CC=CC=1>[CH3:44][O:26][C:24]([C:3]1[C:4]([CH3:18])=[CH:5][C:6]([C:8]2[CH:13]=[CH:12][CH:11]=[C:10]([C:14]([F:16])([F:17])[F:15])[CH:9]=2)=[CH:7][C:2]=1[C:29]1[CH:28]=[N:27][CH:32]=[CH:31][CH:30]=1)=[O:25] |f:2.3.4.5,7.8.9.10.11|. Reported procedure: In analogy to the procedures described in example 1, intermediate 11 E and in example 47, the title compound has been prepared by the following reaction sequence: i) 5-methyl-3-trifluoromethanesulfonyloxy-3′-trifluoromethyl-biphenyl-4-carboxylic acid methyl ester (intermediate 11 C) was reacted with pyridine-3-yl-boronic acid in DMF at 80° C. in the presence of potassium phosphate solution and tetrakis-(triphenylphosphine)-palladium to give 5-methyl-3-pyridin-3-yl-3′-trifluoromethyl-biphenyl-4-c... The reactants are BrC1=C(C=C(N)C=C1)C (4-bromo-3-methylaniline), CC1(OBOC1(C)C)C (4,4,5,5-tetramethyl-1,3,2-dioxaborolane). Reagents/catalysts: Cl[Pd]([P](C1=CC=CC=C1)(C2=CC=CC=C2)C3=CC=CC=C3)([P](C4=CC=CC=C4)(C5=CC=CC=C5)C6=CC=CC=C6)Cl (PdCl2(PPh3)2). Reaction conditions: temperature 95 celsius, time 16 hour. Yields the product CC=1C=C(C=CC1B1OC(C(O1)(C)C)(C)C)N (3-Methyl-4-(4,4,5,5-tetramethyl-[1,3,2]dioxaborolan-2-yl)-phenylamine). Isolated yield 45.7%. As a reaction SMILES: Br[C:2]1[CH:8]=[CH:7][C:5]([NH2:6])=[CH:4][C:3]=1[CH3:9].[CH3:10][C:11]1([CH3:18])[C:15]([CH3:17])([CH3:16])[O:14][BH:13][O:12]1>Cl[Pd](Cl)([P](C1C=CC=CC=1)(C1C=CC=CC=1)C1C=CC=CC=1)[P](C1C=CC=CC=1)(C1C=CC=CC=1)C1C=CC=CC=1>[CH3:9][C:3]1[CH:4]=[C:5]([NH2:6])[CH:7]=[CH:8][C:2]=1[B:13]1[O:14][C:15]([CH3:17])([CH3:16])[C:11]([CH3:18])([CH3:10])[O:12]1 |^1:21,40|. Procedure details: To an oven-dried round bottom flask fitted with a stir bar was added 4-bromo-3-methylaniline (5.7 gm, 31 mmol), 4,4,5,5-tetramethyl-1,3,2-dioxaborolane (13.3 mL, 92 mmol, Aldrich Chemical Company), and PdCl2(PPh3)2 (2.2 gm, 3.1 mmol, Strem Chemicals Inc, Newburyport, Mass.). The flask was sealed with a rubber septum, purged with Argon, and then charged with dry dioxane (100 mL) and triethylamine (26 mL). The reaction mixture was stirred vigorously at 95° C. for 16 h. After cooling to rt, the dio... The reactants are O=C(NCc1ccc(Br)cc1F)c1cc([N+](=O)[O-])ccc1O, CC(C)(C)OC(=O)CBr, CC(C)=O, Cl, [K+], [K+], O=C([O-])[O-]. Product: CC(C)(C)OC(=O)COc1ccc([N+](=O)[O-])cc1C(=O)NCc1ccc(Br)cc1F. Reaction SMILES: [Br:1][c:2]1[cH:3][c:4]([F:22])[c:5]([CH2:6][NH:7][C:8]([c:9]2[c:10]([OH:18])[cH:11][cH:12][c:13]([N+:15](=[O:16])[O-:17])[cH:14]2)=[O:19])[cH:20][cH:21]1.[Br:29][CH2:30][C:31](=[O:32])[O:33][C:34]([CH3:35])([CH3:36])[CH3:37].[CH3:39][C:40](=[O:41])[CH3:42].[ClH:38].[K+:23].[K+:24].[O-:25][C:26]([O-:27])=[O:28]>>[Br:1][c:2]1[cH:3][c:4]([F:22])[c:5]([CH2:6][NH:7][C:8]([c:9]2[c:10]([O:18][CH2:30][C:31](=[O:32])[O:33][C:34]([CH3:35])([CH3:36])[CH3:37])[cH:11][cH:12][c:13]([N+:15](=[O:16])[O-:17])[cH:14]2)=[O:19])[cH:20][cH:21]1. Reactants: NC[C@H]1N(CCC[C@H]1C)C(=O)C=1N=C(SC1C1=CC=C(C=C1)F)C (((2S,3R)-2-(aminomethyl)-3-methylpiperidin-1-yl)(5-(4-fluorophenyl)-2-methylthiazol-4-yl)methanone), ClC=1OC2=C(N1)C=C(C=C2)F (2-chloro-5-fluorobenzoxazole), CCN(C(C)C)C(C)C (DIPEA). RXN SMILES: [NH2:1][CH2:2][C@@H:3]1[C@H:8]([CH3:9])[CH2:7][CH2:6][CH2:5][N:4]1[C:10]([C:12]1[N:13]=[C:14]([CH3:24])[S:15][C:16]=1[C:17]1[CH:22]=[CH:21][C:20]([F:23])=[CH:19][CH:18]=1)=[O:11].Cl[C:26]1[O:27][C:28]2[CH:34]=[CH:33][C:32]([F:35])=[CH:31][C:29]=2[N:30]=1.CCN(C(C)C)C(C)C>CC#N>[F:35][C:32]1[CH:33]=[CH:34][C:28]2[O:27][C:26]([NH:1][CH2:2][C@@H:3]3[C@H:8]([CH3:9])[CH2:7][CH2:6][CH2:5][N:4]3[C:10]([C:12]3[N:13]=[C:14]([CH3:24])[S:15][C:16]=3[C:17]3[CH:18]=[CH:19][C:20]([F:23])=[CH:21][CH:22]=3)=[O:11])=[N:30][C:29]=2[CH:31]=1. Yields the product FC=1C=CC2=C(N=C(O2)NC[C@H]2N(CCC[C@H]2C)C(=O)C=2N=C(SC2C2=CC=C(C=C2)F)C)C1 (((2S,3R)-2-(((5-Fluorobenzo[d]oxazol-2-yl)amino)methyl)-3-methylpiperidin-1-yl) (5-(4-fluorophenyl)-2-methylthiazol-4-yl)methanone). Solvent: CC#N (CH3CN). Reported procedure: A mixture of ((2S,3R)-2-(aminomethyl)-3-methylpiperidin-1-yl)(5-(4-fluorophenyl)-2-methylthiazol-4-yl)methanone (40 mg, 115 μmol), 2-chloro-5-fluorobenzoxazole (24 mg, 138 μmol) and DIPEA (60 μl, 345 μmol) in CH3CN (2 mL) was heated at reflux overnight. The mixture was cooled to rt and the solvent was removed in vacuo. The crude was dissolved in EtOAc and washed with satd. NaHCO3 and brine. The solvent was removed and the crude was purified by reverse-phase preparative HPLC to afford the title c... The reactants are O=C1N(C2=CC=CC=C2C12COC1=CC3=C(OCCO3)C=C12)CC1=NC=CC=C1C(=O)O (2-[(2′-oxo-2,3-dihydrospiro[furo[2,3-g][1,4]benzodioxine-8,3′-indol]-1′(2′H)-yl)methyl]pyridine-3-carboxylic acid), Cl.CN (methylamine hydrochloride), 1-ethyl-3-(3-dimethyllaminopropyl)carbodiimide hydrochloride, ON1N=NC2=C1C=CC=C2 (1-hydroxybenzotriazole), CN1CCOCC1 (N-methylmorpholine). The solvent is CN(C=O)C (N,N-dimethylformamide), O (water). Reaction conditions: time 20 hour. Product: CNC(=O)C=1C(=NC=CC1)CN1C(C2(C3=CC=CC=C13)COC1=CC3=C(OCCO3)C=C12)=O (N-methyl-2-[(2′-oxo-2,3-dihydrospiro[furo[2,3-g][1,4]benzodioxine-8,3′-indol]-1′(2′H)-yl)methyl]pyridine-3-carboxamide). Isolated yield 92.5%. RXN SMILES: [O:1]=[C:2]1[C:10]2([C:22]3[C:13](=[CH:14][C:15]4[O:20][CH2:19][CH2:18][O:17][C:16]=4[CH:21]=3)[O:12][CH2:11]2)[C:9]2[C:4](=[CH:5][CH:6]=[CH:7][CH:8]=2)[N:3]1[CH2:23][C:24]1[C:29]([C:30](O)=[O:31])=[CH:28][CH:27]=[CH:26][N:25]=1.Cl.CN.O[N:37]1[C:41]2C=CC=CC=2N=N1.CN1CCOCC1>O.CN(C)C=O>[CH3:41][NH:37][C:30]([C:29]1[C:24]([CH2:23][N:3]2[C:4]3[C:9](=[CH:8][CH:7]=[CH:6][CH:5]=3)[C:10]3([C:22]4[C:13](=[CH:14][C:15]5[O:20][CH2:19][CH2:18][O:17][C:16]=5[CH:21]=4)[O:12][CH2:11]3)[C:2]2=[O:1])=[N:25][CH:26]=[CH:27][CH:28]=1)=[O:31] |f:1.2|. Procedure details: A 50 mL round-bottom flask was charged with 2-[(2′-oxo-2,3-dihydrospiro[furo[2,3-g][1,4]benzodioxine-8,3′-indol]-1′(2′H)-yl)methyl]pyridine-3-carboxylic acid (0.43 g, 1.0 mmol), methylamine hydrochloride (0.14 g, 2.0 mmol), 1-ethyl-3-(3-dimethyllaminopropyl)carbodiimide hydrochloride (0.26 g, 1.4 mmol), 1-hydroxybenzotriazole (0.20 g, 1.5 mmol), N-methylmorpholine (0.4 mL, 3.6 mmol) and N,N-dimethylformamide (7 mL). The reaction mixture was stirred under nitrogen at ambient temperature for 20 h,...